Task: describe an organic reaction: reactants, conditions, products, and yield. Dataset: the Open Reaction Database (ORD), a public repository of structured organic reaction records The reactants are ClC1=NC=CC(=C1)OC1=C(C=C(C=C1)N)C (4-(2-chloropyridin-4-yloxy)-3-methylbenzenamine), N=1N=CCC1 (4H-pyrazole), C(=O)([O-])[O-].[Cs+].[Cs+] (Cs2CO3). Reagents/catalysts: C=1C=CC(=CC1)[P](C=2C=CC=CC2)(C=3C=CC=CC3)[Pd]([P](C=4C=CC=CC4)(C=5C=CC=CC5)C=6C=CC=CC6)([P](C=7C=CC=CC7)(C=8C=CC=CC8)C=9C=CC=CC9)[P](C=1C=CC=CC1)(C=1C=CC=CC1)C=1C=CC=CC1 (Pd(PPh3)4). Solvent: CN(C)C=O (DMF), O (water), CCOC(=O)C (EtOAc). Reaction conditions: temperature 90 celsius. Yields the product CC=1C=C(C=CC1OC1=CC(=NC=C1)C=1C=NN(C1)C)N (3-methyl-4-(2-(1-methyl-1H-pyrazol-4-yl)pyridin-4-yloxy)benzenamine). The yield is 88.1%. RXN SMILES: Cl[C:2]1[CH:7]=[C:6]([O:8][C:9]2[CH:14]=[CH:13][C:12]([NH2:15])=[CH:11][C:10]=2[CH3:16])[CH:5]=[CH:4][N:3]=1.[N:17]1[N:18]=[CH:19][CH2:20][CH:21]=1.[C:22]([O-])([O-])=O.[Cs+].[Cs+]>CN(C=O)C.O.CCOC(C)=O.C1C=CC([P]([Pd]([P](C2C=CC=CC=2)(C2C=CC=CC=2)C2C=CC=CC=2)([P](C2C=CC=CC=2)(C2C=CC=CC=2)C2C=CC=CC=2)[P](C2C=CC=CC=2)(C2C=CC=CC=2)C2C=CC=CC=2)(C2C=CC=CC=2)C2C=CC=CC=2)=CC=1>[CH3:16][C:10]1[CH:11]=[C:12]([NH2:15])[CH:13]=[CH:14][C:9]=1[O:8][C:6]1[CH:5]=[CH:4][N:3]=[C:2]([C:20]2[CH:21]=[N:17][N:18]([CH3:22])[CH:19]=2)[CH:7]=1 |f:2.3.4,^1:43,45,64,83|. Procedure details: A solution of 4-(2-chloropyridin-4-yloxy)-3-methylbenzenamine (595 mg, 2.54 mmol), 1-methyl-4-(4,4,5,5-tetramethyl)-[1,3,2]dioxaborolan-2-yl)-4H-pyrazole (790 mg, 3.80 mmol) and Cs2CO3 (2.53 g, 7.77 mmol) in 10 mL of DMF (10 mL) and water (3 mL) was de-gassed under vacuum and blanketed with nitrogen. Pd(PPh3)4 (295 mg, 0.26 mmol) was added and the reaction mixture was heated to 90° C. overnight. The reaction mixture was diluted with EtOAc (30 mL) and washed with water (2×10 mL) and brine (2×10 m... Starting materials: C(C)OC(=O)N=NC(=O)OCC (Azodicarboxylic acid diethyl ester), C(C)OC(=O)C1NC(C=2NC3=CC=CC(=C3C2C1COC)COC(C)=O)C(=O)O (5-acetoxymethyl-4-methoxymethyl-1,2,3,4-tetrahydro-beta-carboline-1,3-dicarboxylic acid-3-ethyl ester), ClCCl (dichloromethane), CO (methanol). Run in O=O (oxygen). Run at time 9 hour. The product is C(C)OC(=O)C=1N=CC=2NC3=CC=CC(=C3C2C1COC)COC(C)=O (5-Acetoxymethyl-4-methoxymethyl-beta-carboline-3-carboxylic acid ethyl ester). The yield is 98.3%. RXN SMILES: C(OC(N=NC(OCC)=O)=O)C.[CH2:13]([O:15][C:16]([CH:18]1[CH:30]([CH2:31][O:32][CH3:33])[C:29]2[C:28]3[C:23](=[CH:24][CH:25]=[CH:26][C:27]=3[CH2:34][O:35][C:36](=[O:38])[CH3:37])[NH:22][C:21]=2[CH:20](C(O)=O)[NH:19]1)=[O:17])[CH3:14].ClCCl.CO>O=O>[CH2:13]([O:15][C:16]([C:18]1[N:19]=[CH:20][C:21]2[NH:22][C:23]3[C:28]([C:29]=2[C:30]=1[CH2:31][O:32][CH3:33])=[C:27]([CH2:34][O:35][C:36](=[O:38])[CH3:37])[CH:26]=[CH:25][CH:24]=3)=[O:17])[CH3:14]. Procedure: 90% Azodicarboxylic acid diethyl ester (76 ml) without addition of heat with stirring is added drop by drop to a solution of 5-acetoxymethyl-4-methoxymethyl-1,2,3,4-tetrahydro-beta-carboline-1,3-dicarboxylic acid-3-ethyl ester (75 g) in oxygen-free dichloromethane (0.6 l) under argon protection. The temperature rises about 10° C. Reflux is performed for about 9 hours, then the mixture is left at room temperature for 60 hours. The precipitate is suctioned off, further end product can be obtained ... Reactants: CN(C)C=C1CC(NC2=C(C1=O)C=CC=C2)=O (4-[(dimethylamino)methylene]-3,4-dihydro-1H-benzazepine-2,5-dione), Cl.C(C(C)C)(=N)N (isobutyramidine hydrochloride). The product is CC(C)C=1N=CC=2CC(NC3=C(C2N1)C=CC=C3)=O (5,7-Dihydro-2-(1-methylethyl)-6H-pyrimido[5,4-d][1]benzazepine-6-one). Yield: 87.0%. As a reaction SMILES: CN([CH:4]=[C:5]1[C:11](=O)[C:10]2[CH:13]=[CH:14][CH:15]=[CH:16][C:9]=2[NH:8][C:7](=[O:17])[CH2:6]1)C.Cl.[C:19]([NH2:24])(=[NH:23])[CH:20]([CH3:22])[CH3:21]>>[CH3:21][CH:20]([C:19]1[N:23]=[CH:4][C:5]2[CH2:6][C:7](=[O:17])[NH:8][C:9]3[CH:16]=[CH:15][CH:14]=[CH:13][C:10]=3[C:11]=2[N:24]=1)[CH3:22] |f:1.2|. Reported procedure: Analogous to Scheme 1, from 4-[(dimethylamino)methylene]-3,4-dihydro-1H-benzazepine-2,5-dione and isobutyramidine hydrochloride. Yield: 87%. Starting materials: [H][H] (hydrogen), C(#N)C=1C=NC=CC1 (3-cyanopyridine), FC1=C(N)C=CC(=C1)F (2,4-difluoroaniline), [H][H] (hydrogen), [H][H] (hydrogen). Reagents/catalysts: [Rh] (rhodium on carbon). Yields the product FC1=C(C=CC(=C1)F)NCC=1C=NC=CC1 (N-(2,4-Difluorophenyl)-N-(3-pyridylmethyl)amine). RXN SMILES: [C:1]([C:3]1[CH:4]=[N:5][CH:6]=[CH:7][CH:8]=1)#[N:2].[F:9][C:10]1[CH:16]=[C:15]([F:17])[CH:14]=[CH:13][C:11]=1N.[H][H]>[Rh]>[F:9][C:10]1[CH:16]=[C:15]([F:17])[CH:14]=[CH:13][C:11]=1[NH:2][CH2:1][C:3]1[CH:4]=[N:5][CH:6]=[CH:7][CH:8]=1. Reported procedure: A mixture of 3-cyanopyridine (10.4 g), 2,4-difluoroaniline (129.1 g) and a 5% rhodium on carbon catalyst (1.0 g) was treated with hydrogen at 60 psig and 25-30 deg C. until two equivalents of hydrogen had reacted. The hydrogen pressure was incrementally increased to 400 psig during the course of the reaction. After cooling, venting and pursing with nitrogen, the catalyst was removed by filtration. The filtrate analyzed and found to contain 10.4 g of N-(2,4-diflourophenyl)-N-(3-pyridylmethyl)amin...